This data is from the Open Reaction Database (ORD), a public repository of structured organic reaction records. The task is: describe an organic reaction: reactants, conditions, products, and yield The reactants are CCOC(=O)c1ccc(Br)c(Cl)c1, C1CCNC1, CC(C)(C)[O-], Cc1ccccc1, [Na+], O=C(C=Cc1ccccc1)C=Cc1ccccc1, O=C(C=Cc1ccccc1)C=Cc1ccccc1, O=C(C=Cc1ccccc1)C=Cc1ccccc1, [Pd], [Pd], c1ccc(P(c2ccccc2)c2ccc3ccccc3c2-c2c(P(c3ccccc3)c3ccccc3)ccc3ccccc23)cc1. Yields the product CCOC(=O)c1ccc(N2CCCC2)c(Cl)c1. Reaction SMILES: [Br:1][c:2]1[c:3]([Cl:13])[cH:4][c:5]([C:6](=[O:7])[O:8][CH2:9][CH3:10])[cH:11][cH:12]1.[CH2:14]1[CH2:15][CH2:16][NH:17][CH2:18]1.[CH3:19][C:20]([CH3:21])([O-:22])[CH3:23].[CH3:71][c:72]1[cH:73][cH:74][cH:75][cH:76][cH:77]1.[Na+:24].[O:116]=[C:117]([CH:118]=[CH:119][c:120]1[cH:121][cH:122][cH:123][cH:124][cH:125]1)[CH:126]=[CH:127][c:128]1[cH:129][cH:130][cH:131][cH:132][cH:133]1.[O:80]=[C:81]([CH:82]=[CH:83][c:84]1[cH:85][cH:86][cH:87][cH:88][cH:89]1)[CH:90]=[CH:91][c:92]1[cH:93][cH:94][cH:95][cH:96][cH:97]1.[O:98]=[C:99]([CH:100]=[CH:101][c:102]1[cH:103][cH:104][cH:105][cH:106][cH:107]1)[CH:108]=[CH:109][c:110]1[cH:111][cH:112][cH:113][cH:114][cH:115]1.[Pd:78].[Pd:79].[cH:25]1[cH:26][cH:27][c:28]([P:29]([c:30]2[cH:31][cH:32][c:33]3[c:34]([cH:35][cH:36][cH:37][cH:38]3)[c:39]2-[c:40]2[c:41]3[c:42]([cH:43][cH:44][cH:45][cH:46]3)[cH:47][cH:48][c:49]2[P:50]([c:51]2[cH:52][cH:53][cH:54][cH:55][cH:56]2)[c:57]2[cH:58][cH:59][cH:60][cH:61][cH:62]2)[c:63]2[cH:64][cH:65][cH:66][cH:67][cH:68]2)[cH:69][cH:70]1>>[c:2]1([N:17]2[CH2:16][CH2:15][CH2:14][CH2:18]2)[c:3]([Cl:13])[cH:4][c:5]([C:6](=[O:7])[O:8][CH2:9][CH3:10])[cH:11][cH:12]1. Starting materials: C1=C(C=CC2=CC=CC=C12)C(=O)Cl (2 -naphthoyl chloride), COP1OC2=C(C3=C1C=CC=C3)C=CC=C2 (6-methoxy-(6H)-dibenz[c,e][1,2]oxaphosphorin). Solvent: C1(=CC=CC=C1)C (toluene). Reaction conditions: temperature 125 celsius. Product: C1=C(C=CC2=CC=CC=C12)C(=O)P1(OC2=C(C3=C1C=CC=C3)C=CC=C2)=O (6-(2-Naphthoyl)-(6H)-dibenz[c,e][1,2]-oxaphosphorin 6-oxide). RXN SMILES: [CH:1]1[C:10]2[C:5](=[CH:6][CH:7]=[CH:8][CH:9]=2)[CH:4]=[CH:3][C:2]=1[C:11](Cl)=[O:12].C[O:15][P:16]1[C:21]2[CH:22]=[CH:23][CH:24]=[CH:25][C:20]=2[C:19]2[CH:26]=[CH:27][CH:28]=[CH:29][C:18]=2[O:17]1>C1(C)C=CC=CC=1>[CH:1]1[C:10]2[C:5](=[CH:6][CH:7]=[CH:8][CH:9]=2)[CH:4]=[CH:3][C:2]=1[C:11]([P:16]1(=[O:15])[C:21]2[CH:22]=[CH:23][CH:24]=[CH:25][C:20]=2[C:19]2[CH:26]=[CH:27][CH:28]=[CH:29][C:18]=2[O:17]1)=[O:12]. Procedure: 50 g (0.262 mol) of 2 -naphthoyl chloride were warmed to 80° C. under a nitrogen atmosphere. 60.3 g (0.262 mol) of 6-methoxy-(6H)-dibenz[c,e][1,2]oxaphosphorin were added dropwise over the course of two hours while stirring. The internal temperature was subsequently increased gradually to 125° C. When the reaction was complete, 110 ml of toluene were added. After crystallization, 87 g (90% of theory) of the abovementioned compound of melting point 151° to 153° C. were obtained. Starting materials: O[Li].O (LiOH.H2O), CC(C)C=1C=CC(=C(C(=O)OCC2=CC=CC=C2)C1)OCC1=CC=CC=C1 (phenylmethyl 5-(1-methylethyl)-2-[(phenylmethyl)oxy]benzoate), C1CCOC1 (THF), Cl (HCl). Run in C(C)(=O)OCC (ethyl acetate), O (H2O). Product: CC(C)C=1C=CC(=C(C(=O)O)C1)OCC1=CC=CC=C1 (5-(1-Methylethyl)-2-[(phenylmethyl)oxy]benzoic acid). Reaction SMILES: O[Li].O.[CH3:4][CH:5]([C:7]1[CH:8]=[CH:9][C:10]([O:23][CH2:24][C:25]2[CH:30]=[CH:29][CH:28]=[CH:27][CH:26]=2)=[C:11]([CH:22]=1)[C:12]([O:14]CC1C=CC=CC=1)=[O:13])[CH3:6].C1COCC1.Cl>C(OCC)(=O)C.O>[CH3:6][CH:5]([C:7]1[CH:8]=[CH:9][C:10]([O:23][CH2:24][C:25]2[CH:26]=[CH:27][CH:28]=[CH:29][CH:30]=2)=[C:11]([CH:22]=1)[C:12]([OH:14])=[O:13])[CH3:4] |f:0.1|. Procedure details: LiOH.H2O (0.70 g, 16.65 mmol) was added to a stirred solution of phenylmethyl 5-(1-methylethyl)-2-[(phenylmethyl)oxy]benzoate (may be prepared as described in Description 2; 1.5 g, 4.16 mmol) in a 3:1 mixture of THF:H2O (40 ml). The mixture was heated to reflux for 12 h and then diluted with ethyl acetate (50 ml). 10% aqueous HCl was added to the mixture to adjust the pH to 2. The organic phase was isolated, washed with brine, dried over MgSO4, and concentrated to give a yellow oil. 700 mg. The reactants are [H][H], Nc1ccc(Oc2ccnc(NCc3ccccc3)c2)c(F)c1, [OH-], [OH-], [Pd+2]. The product is Nc1ccc(Oc2ccnc(N)c2)c(F)c1. Reaction SMILES: [H:24][H:25].[NH2:1][c:2]1[cH:3][c:4]([F:23])[c:5]([O:6][c:7]2[cH:8][c:9]([NH:13][CH2:14][c:15]3[cH:16][cH:17][cH:18][cH:19][cH:20]3)[n:10][cH:11][cH:12]2)[cH:21][cH:22]1.[OH-:26].[OH-:28].[Pd+2:27]>>[NH2:1][c:2]1[cH:3][c:4]([F:23])[c:5]([O:6][c:7]2[cH:8][c:9]([NH2:13])[n:10][cH:11][cH:12]2)[cH:21][cH:22]1. Reactants: NC1=C(C=C(C=C1)[N+](=O)[O-])C(C)O (1-(2-amino-5-nitro-phenyl)-ethanol), [H][H] (hydrogen), C(C)(=O)OCC (ethyl acetate). The reagents and catalysts are [Pd] (Pd/C). Solvent: CO (MeOH). Product: NC1=C(C=C(C=C1)N)C(C)O (1-(2,5-diamino-phenyl)-ethanol). The yield is 100.0%. Reaction SMILES: [NH2:1][C:2]1[CH:7]=[CH:6][C:5]([N+:8]([O-])=O)=[CH:4][C:3]=1[CH:11]([OH:13])[CH3:12].[H][H].C(OCC)(=O)C>CO.[Pd]>[NH2:1][C:2]1[CH:7]=[CH:6][C:5]([NH2:8])=[CH:4][C:3]=1[CH:11]([OH:13])[CH3:12]. Reported procedure: Catalytic hydrogenation of 6 (27.0 g, 150 mmole) under 60 psi hydrogen pressure with 10% Pd/C (2.7 g) in anhydrous MeOH (150 mL)/ethyl acetate (150 mL) was completed in 2.5 h. The catalyst was removed by filtration over Celite. The filtrate was evaporated under vacuum to afford 1-(2,5-diamino-phenyl)-ethanol 1 (22.83 g, 100 % yield). Mp 124° C.; 1HNMR (400 MHz, DMSO-d6) δ1.26 (d, 3H, J=6.4 Hz), 4.15 (d, 4H, J=10.7 Hz), 4.61-4.65 (m, 1H), 4.94 (d, 1H, J=3.6 Hz), 6.24 (dd, 1H, J=2.5, 8.2 Hz), 6.36... Starting materials: C1(=CC=C(C=C1)S(=O)(=O)O)C (p-toluenesulphonic acid), CC1=CC=C(C=C1)OCCBr (2-bromoethyl 4-methylphenyl ether), NCC1CCNCC1 (4-aminomethylpiperidine), ClC1=CC=C(C=C1)C(C)=O (4'-chloroacetophenone). Run in C1(=CC=CC=C1)C (toluene), C(C)N(CC)CC (triethylamine). The product is NCC1CCN(CC1)CCOC1=CC=C(C=C1)C (4-aminomethyl-1-[2-(4-methylphenoxy)ethyl]piperidine). RXN SMILES: [NH2:1][CH2:2][CH:3]1[CH2:8][CH2:7][NH:6][CH2:5][CH2:4]1.ClC1C=CC(C(=O)C)=CC=1.C1(C)C=CC(S(O)(=O)=O)=CC=1.[CH3:30][C:31]1[CH:36]=[CH:35][C:34]([O:37][CH2:38][CH2:39]Br)=[CH:33][CH:32]=1>C1(C)C=CC=CC=1.C(N(CC)CC)C>[NH2:1][CH2:2][CH:3]1[CH2:8][CH2:7][N:6]([CH2:39][CH2:38][O:37][C:34]2[CH:35]=[CH:36][C:31]([CH3:30])=[CH:32][CH:33]=2)[CH2:5][CH2:4]1. Procedure: A mixture of 4-aminomethylpiperidine (3.58 g) and 4'-chloroacetophenone (4.85 g) in toluene (100 ml) was boiled under reflux with a catalytic amount of p-toluenesulphonic acid for 5 hours, removing the water formed by means of a Dean and Stark apparatus, to give a solution. The solution was cooled and 2-bromoethyl 4-methylphenyl ether (6.68 g) was added, followed by triethylamine (4.4 ml). This mixture was boiled under reflux for 6 hours then evaporated to dryness. 6M Hydrochloric acid (50 ml) w... Reactants: CC(C)(C)OC(=O)N1CCCCC1C=Cc1ccc(N2CC(=O)N(CC[Si](C)(C)C)S2(=O)=O)c(OCc2ccccc2)c1, ClCCl, O=C(O)C(F)(F)F. Yields the product C[Si](C)(C)CCN1C(=O)CN(c2ccc(C=CC3CCCCN3)cc2OCc2ccccc2)S1(=O)=O. As a reaction SMILES: [C:1]([O:2][C:3](=[O:4])[N:8]1[CH:9]([CH:14]=[CH:15][c:16]2[cH:17][c:18]([O:36][CH2:37][c:38]3[cH:39][cH:40][cH:41][cH:42][cH:43]3)[c:19]([N:22]3[S:23](=[O:34])(=[O:35])[N:24]([CH2:28][CH2:29][Si:30]([CH3:31])([CH3:32])[CH3:33])[C:25](=[O:27])[CH2:26]3)[cH:20][cH:21]2)[CH2:10][CH2:11][CH2:12][CH2:13]1)([CH3:5])([CH3:6])[CH3:7].[CH2:51]([Cl:52])[Cl:53].[F:44][C:45]([F:46])([F:47])[C:48]([OH:49])=[O:50]>>[NH:8]1[CH:9]([CH:14]=[CH:15][c:16]2[cH:17][c:18]([O:36][CH2:37][c:38]3[cH:39][cH:40][cH:41][cH:42][cH:43]3)[c:19]([N:22]3[S:23](=[O:34])(=[O:35])[N:24]([CH2:28][CH2:29][Si:30]([CH3:31])([CH3:32])[CH3:33])[C:25](=[O:27])[CH2:26]3)[cH:20][cH:21]2)[CH2:10][CH2:11][CH2:12][CH2:13]1.